This data is from the Open Reaction Database (ORD), a public repository of structured organic reaction records. The task is: describe an organic reaction: reactants, conditions, products, and yield Starting materials: CC(C)(C)c1ccc(S(=O)(=O)Nc2ccc(Cl)cc2I)cc1, Ic1n[nH]c2ncccc12, C1COCCO1. Product: CC(C)(C)c1ccc(S(=O)(=O)Nc2ccc(Cl)cc2-c2n[nH]c3ncccc23)cc1. Reaction SMILES: [C:1]([CH3:2])([CH3:3])([CH3:4])[c:5]1[cH:6][cH:7][c:8]([S:11](=[O:12])(=[O:13])[NH:14][c:15]2[c:16]([I:22])[cH:17][c:18]([Cl:21])[cH:19][cH:20]2)[cH:9][cH:10]1.[I:23][c:24]1[n:25][nH:26][c:27]2[n:28][cH:29][cH:30][cH:31][c:32]12.[O:33]1[CH2:34][CH2:35][O:36][CH2:37][CH2:38]1>>[C:1]([CH3:2])([CH3:3])([CH3:4])[c:5]1[cH:6][cH:7][c:8]([S:11](=[O:12])(=[O:13])[NH:14][c:15]2[c:16](-[c:24]3[n:25][nH:26][c:27]4[n:28][cH:29][cH:30][cH:31][c:32]34)[cH:17][c:18]([Cl:21])[cH:19][cH:20]2)[cH:9][cH:10]1. The reactants are ClC1=CC=CC2=C1C(N1[C@H](C=3N2C=NC3\C=C/Cl)CC1)=O ((S)-8-chloro-1-[(Z)-2-chlorovinyl]-12,12a-dihydro-9H,11H-azeto[2,1-c]imidazo[1,5-a][1,4]benzodiazepin-9-one), N12CCCCCC2=NCCC1 (1,8-diazabicyclo[5.4.0]undec-7-ene), O (water). The solvent is CN(C=O)C (N,N-dimethylformamide). The product is N=1C=CN=CC=2C1C(C=CC2)=O (1,4benzodiazepin-9-one). Reaction SMILES: Cl[C:2]1[C:7]2[C:8](=O)[N:9]3CC[C@H:10]3[C:11]3[N:12](C=NC=3/C=C\Cl)[C:6]=2[CH:5]=[CH:4][CH:3]=1.N12CCCN=C1CCCCC2.[OH2:33]>CN(C)C=O>[N:12]1[CH:11]=[CH:10][N:9]=[CH:8][C:7]2[C:6]=1[C:5](=[O:33])[CH:4]=[CH:3][CH:2]=2. Reported procedure: 2.21 g (6.9 mmol) of (S)-8-chloro-1-[(Z)-2-chlorovinyl]-12,12a-dihydro-9H,11H-azeto[2,1-c]imidazo[1,5-a][1,4]benzodiazepin-9-one was heated to boiling under reflux for 4 hours together with 1.23 ml (8.3 mmol) of 1,8-diazabicyclo[5.4.0]undec-7-ene in 30 ml of N,N-dimethylformamide. The reaction mixture was subsequently poured into 300 ml of water and extracted five times with methylene chloride. The organic extracts were washed four times with water, dried over magnesium sulphate and evaporated. ... The reactants are O (water), COC=1C=C(C=CC1OC)C(C#N)C(C)C (2-(3,4-dimethoxyphenyl)-3-methylbutanenitrile), [NH2-].[Na+] (sodium amide), ClCCCI (1-chloro-3-iodopropane). Run in C1(=CC=CC=C1)C (toluene). Product: ClCCCC(C#N)(C(C)C)C1=CC(=C(C=C1)OC)OC (5-Chloro-2-(3.4-dimethoxyphenyl)-2-isopropylpentanenitrile). The yield is 85.7%. RXN SMILES: [CH3:1][O:2][C:3]1[CH:4]=[C:5]([CH:11]([CH:14]([CH3:16])[CH3:15])[C:12]#[N:13])[CH:6]=[CH:7][C:8]=1[O:9][CH3:10].[NH2-].[Na+].[Cl:19][CH2:20][CH2:21][CH2:22]I.O>C1(C)C=CC=CC=1>[Cl:19][CH2:20][CH2:21][CH2:22][C:11]([C:5]1[CH:6]=[CH:7][C:8]([O:9][CH3:10])=[C:3]([O:2][CH3:1])[CH:4]=1)([CH:14]([CH3:16])[CH3:15])[C:12]#[N:13] |f:1.2|. Reported procedure: 2-(3,4-dimethoxyphenyl)-3-methylbutanenitrile (1.21 g, 5.52 mmol) was added to a suspension of sodium amide (0.59 g, 14.4 mmol) in toluene (12 ml). The mixture was then heated to reflux for 2 hours before the addition of 1-chloro-3-iodopropane (0.9 ml, 8.3 mmol). The mixture was cooled to room temperature over 80 minutes, and worked up by addition of water. The product was extracted with methyl-t-butyl ether (MTBE). After usual work-up, including drying the organic extract using MgSO4 and concen... Reactants: OC(C1=C(C=CC(=C1)N1C=NC=C1)C)C1=C(C=C(C(=O)OC)C=C1C)C (Methyl (±)-4-[α-hydroxy-5-(1-imidazolyl)-2-methylbenzyl]-3,5-dimethylbenzoate), ClC1=CC=C(C=C1)S(=O)(=O)N[C@H](C(=O)Cl)C ((S)-2-(4-chlorobenzenesulfonylamino)propionyl chloride). Run in N1=CC=CC=C1 (pyridine), ClC(C)Cl (dichloroethane), ClC(C)Cl (dichloroethane). Conditions: time 3 hour. Yields the product N1(C=NC=C1)C=1C=CC(=C(C(OC([C@H](C)NS(=O)(=O)C2=CC=C(C=C2)Cl)=O)C2=C(C=C(C(=O)OC)C=C2C)C)C1)C (methyl (±)-4-[5-(1-imidazolyl)-α-{(S)-2-(4-chlorobenzenesulfonylamino)propionyloxy}-2-methylbenzyl]-3,5-dimethylbenzoate). Isolated yield 100.3%. RXN SMILES: [OH:1][CH:2]([C:15]1[C:24]([CH3:25])=[CH:23][C:18]([C:19]([O:21][CH3:22])=[O:20])=[CH:17][C:16]=1[CH3:26])[C:3]1[CH:8]=[C:7]([N:9]2[CH:13]=[CH:12][N:11]=[CH:10]2)[CH:6]=[CH:5][C:4]=1[CH3:14].[Cl:27][C:28]1[CH:33]=[CH:32][C:31]([S:34]([NH:37][C@@H:38]([CH3:42])[C:39](Cl)=[O:40])(=[O:36])=[O:35])=[CH:30][CH:29]=1>ClC(Cl)C.N1C=CC=CC=1>[N:9]1([C:7]2[CH:6]=[CH:5][C:4]([CH3:14])=[C:3]([CH:8]=2)[CH:2]([C:15]2[C:16]([CH3:26])=[CH:17][C:18]([C:19]([O:21][CH3:22])=[O:20])=[CH:23][C:24]=2[CH3:25])[O:1][C:39](=[O:40])[C@@H:38]([NH:37][S:34]([C:31]2[CH:32]=[CH:33][C:28]([Cl:27])=[CH:29][CH:30]=2)(=[O:36])=[O:35])[CH3:42])[CH:13]=[CH:12][N:11]=[CH:10]1. Reported procedure: Methyl (±)-4-[α-hydroxy-5-(1-imidazolyl)-2-methylbenzyl]-3,5-dimethylbenzoate (9.2 g) was suspended in dichloroethane (110 ml) and pyridine (3.15 ml), and a solution of (S)-2-(4-chlorobenzenesulfonylamino)propionyl chloride (8.9 g) in dichloroethane (25 ml) was added dropwise over 5 minutes with siring under ice-cooling. The mixture was sired at room temperature for 3 hours and the reaction mixture was washed successively with water, 5% citric acid, 5% potassium carbonate and water. The organic ... The reactants are Nc1ccc(Cl)c(C(F)(F)F)c1, COc1cc(S(=O)(=O)Cl)ccc1F. Yields the product O=S(=O)(Cl)c1ccc(Cl)c(C(F)(F)F)c1. RXN SMILES: [Cl:14][c:15]1[c:16]([C:22]([F:23])([F:24])[F:25])[cH:17][c:18]([NH2:21])[cH:19][cH:20]1.[F:1][c:2]1[cH:3][cH:4][c:5]([S:8](=[O:9])(=[O:10])[Cl:11])[cH:6][c:7]1[O:12][CH3:13]>>[S:8](=[O:9])(=[O:10])([Cl:11])[c:18]1[cH:17][c:16]([C:22]([F:23])([F:24])[F:25])[c:15]([Cl:14])[cH:20][cH:19]1.